This data is from the Open Reaction Database (ORD), a public repository of structured organic reaction records. The task is: describe an organic reaction: reactants, conditions, products, and yield The reactants are FC(C(=O)O)(F)F (trifluoroacetic acid), CS(=O)(=O)Cl (methanesulfonyl chloride), CCN(C(C)C)C(C)C (DIEA), CC1CCN(CC1)C1=C(C=CC(=C1)N1CCNCC1)NC(=O)C=1OC(=CC1)C#N (5-cyano-furan-2-carboxylic acid [2-(4-methyl-piperidin-1-yl)-4-piperazin-1-yl-phenyl]-amide). The product is CS(=O)(=O)N1CCN(CC1)C1=CC(=C(C=C1)NC(=O)C=1OC(=CC1)C#N)N1CCC(CC1)C (5-Cyano-furan-2-carboxylic acid [4-(4-methanesulfonyl-piperazin-1-yl)-2-(4-methyl-piperidin-1-yl)-phenyl]-amide). Isolated yield 90.5%. Reaction SMILES: [CH3:1][CH:2]1[CH2:7][CH2:6][N:5]([C:8]2[CH:13]=[C:12]([N:14]3[CH2:19][CH2:18][NH:17][CH2:16][CH2:15]3)[CH:11]=[CH:10][C:9]=2[NH:20][C:21]([C:23]2[O:24][C:25]([C:28]#[N:29])=[CH:26][CH:27]=2)=[O:22])[CH2:4][CH2:3]1.FC(F)(F)C(O)=O.[CH3:37][S:38](Cl)(=[O:40])=[O:39].CCN(C(C)C)C(C)C>>[CH3:37][S:38]([N:17]1[CH2:18][CH2:19][N:14]([C:12]2[CH:11]=[CH:10][C:9]([NH:20][C:21]([C:23]3[O:24][C:25]([C:28]#[N:29])=[CH:26][CH:27]=3)=[O:22])=[C:8]([N:5]3[CH2:4][CH2:3][CH:2]([CH3:1])[CH2:7][CH2:6]3)[CH:13]=2)[CH2:15][CH2:16]1)(=[O:40])=[O:39]. Reported procedure: The procedure of Example 17 was followed using 40.0 mg (0.0546 mmol) of 5-cyano-furan-2-carboxylic acid [2-(4-methyl-piperidin-1-yl)-4-piperazin-1-yl-phenyl]-amide tris(trifluoroacetic acid salt) (as prepared in Example 16), 7.6 μL (0.0655 mmol) of is methanesulfonyl chloride and 47.6 μL (0.716 mmol) of DIEA. Chromatography on a 2-g silica SPE column with 5-10% EtOAc-dichloromethane followed by concentration from EtOAc-hexane (1:1, 2 mL) afforded 23.3 mg (91%) of the title compound as a crystall... As a reaction SMILES: [CH3:1][O:2][C:3]1[CH:4]=[C:5]([CH2:11][CH2:12][CH2:13][CH2:14][C:15]2[CH:29]=[CH:28][CH:27]=[CH:26][C:16]=2[O:17][CH2:18][CH2:19][CH:20]2[CH2:24][CH2:23][CH2:22][N:21]2[CH3:25])[CH:6]=[C:7]([O:9][CH3:10])[CH:8]=1.[ClH:30]>O1CCOCC1>[ClH:30].[CH3:1][O:2][C:3]1[CH:4]=[C:5]([CH2:11][CH2:12][CH2:13][CH2:14][C:15]2[CH:29]=[CH:28][CH:27]=[CH:26][C:16]=2[O:17][CH2:18][CH2:19][CH:20]2[CH2:24][CH2:23][CH2:22][N:21]2[CH3:25])[CH:6]=[C:7]([O:9][CH3:10])[CH:8]=1 |f:3.4|. Starting materials: solution, Cl (hydrogen chloride), COC=1C=C(C=C(C1)OC)CCCCC1=C(OCCC2N(CCC2)C)C=CC=C1 (2-(2-{2-[4-(3,5-dimethoxyphenyl)butyl]phenoxy}ethyl)-1-methylpyrrolidine). Procedure: 1.00 g of 2-(2-{2-[4-(3,5-dimethoxyphenyl)butyl]phenoxy}ethyl)-1-methylpyrrolidine [prepared as described in step (a) above] was dissolved in 10 ml of dioxane, and 0.8 ml of a 4N solution of hydrogen chloride in dioxane was added to the resulting solution. The mixture was stirred and then concentrated by evaporation under reduced pressure. A suitable amount of pentane was added to the concentrate and the mixture was agitated. The upper pentane layer was removed and the resulting oil was dried in... Solvent: O1CCOCC1 (dioxane), O1CCOCC1 (dioxane). Yields the product Cl.COC=1C=C(C=C(C1)OC)CCCCC1=C(OCCC2N(CCC2)C)C=CC=C1 (2-(2-{2-[4-(3,5-Dimethoxyphenyl)butyl]phenoxy}ethyl)-1-methylpyrrolidine hydrochloride). The reactants are CC(C)(C)[PH+](C(C)(C)C)C(C)(C)C, C=C(C)C(=O)OC, CN(C)c1ccc(Br)cc1, NC(C1CCCCC1)C1CCCCC1, O=C(C=Cc1ccccc1)C=Cc1ccccc1, C1CCOC1, O=C(C=Cc1ccccc1)C=Cc1ccccc1, O=C(C=Cc1ccccc1)C=Cc1ccccc1, [Pd], [Pd], c1ccc([B-](c2ccccc2)(c2ccccc2)c2ccccc2)cc1. The product is COC(=O)C(C)=Cc1ccc(N(C)C)cc1. RXN SMILES: [C:57]([PH+:58]([C:59]([CH3:60])([CH3:61])[CH3:62])[C:63]([CH3:64])([CH3:65])[CH3:66])([CH3:67])([CH3:68])[CH3:69].[CH3:11][O:12][C:13](=[O:14])[C:15]([CH3:16])=[CH2:17].[CH3:1][N:2]([c:3]1[cH:4][cH:5][c:6]([Br:9])[cH:7][cH:8]1)[CH3:10].[CH:18]1([CH:19]([NH2:20])[CH:21]2[CH2:22][CH2:23][CH2:24][CH2:25][CH2:26]2)[CH2:27][CH2:28][CH2:29][CH2:30][CH2:31]1.[O:108]=[C:109]([CH:110]=[CH:111][c:112]1[cH:113][cH:114][cH:115][cH:116][cH:117]1)[CH:118]=[CH:119][c:120]1[cH:121][cH:122][cH:123][cH:124][cH:125]1.[O:126]1[CH2:127][CH2:128][CH2:129][CH2:130]1.[O:72]=[C:73]([CH:74]=[CH:75][c:76]1[cH:77][cH:78][cH:79][cH:80][cH:81]1)[CH:82]=[CH:83][c:84]1[cH:85][cH:86][cH:87][cH:88][cH:89]1.[O:90]=[C:91]([CH:92]=[CH:93][c:94]1[cH:95][cH:96][cH:97][cH:98][cH:99]1)[CH:100]=[CH:101][c:102]1[cH:103][cH:104][cH:105][cH:106][cH:107]1.[Pd:70].[Pd:71].[c:32]1([B-:33]([c:34]2[cH:35][cH:36][cH:37][cH:38][cH:39]2)([c:40]2[cH:41][cH:42][cH:43][cH:44][cH:45]2)[c:46]2[cH:47][cH:48][cH:49][cH:50][cH:51]2)[cH:52][cH:53][cH:54][cH:55][cH:56]1>>[CH3:1][N:2]([c:3]1[cH:4][cH:5][c:6]([CH:16]=[C:15]([C:13]([O:12][CH3:11])=[O:14])[CH3:17])[cH:7][cH:8]1)[CH3:10]. Procedure details: To a suspension of the product of Example IV (1.5 g, 0.0062 m) in acrylonitrile (5 ml), cooled to 0°-5°, was added, dropwise, 0.4 ml of Triton B over 3 min. An exothermic reaction resulted and a brown colored solution formed. After 5 hr. of reflux, the excess of acrylonitrile was distilled in vacuo, and the semi-solid residue (0.95 g) was crystallized from methanol to afford the desired product; m.p. 102°-104° C. Reaction conditions: time 3 minute. As a reaction SMILES: [C:1]([C:6]1[CH:7]=[C:8]2[C:17]3[CH:16]=[CH:15][CH:14]=[CH:13][C:12]=3[NH:11][CH2:10][N:9]2[CH:18]=1)([O:3][CH2:4][CH3:5])=[O:2]>C(#N)C=C>[C:1]([C:6]1[CH:7]=[C:8]2[C:17]3[CH:16]=[CH:15][CH:14]=[CH:13][C:12]=3[N:11]([CH2:6][CH2:7][C:8]#[N:9])[CH2:10][N:9]2[CH:18]=1)([O:3][CH2:4][CH3:5])=[O:2]. Reactants: C(=O)(OCC)C=1C=C2N(CNC=3C=CC=CC23)C1 (2-Carbethoxy-5,6-dihydropyrrolo[1,2-c]quinazoline). Yields the product C(=O)(OCC)C=1C=C2N(CN(C=3C=CC=CC23)CCC#N)C1 (2-Carbethoxy-5,6-dihydropyrrolo[1,2-c]quinazoline-6-propionitrile). The solvent is C(C=C)#N (acrylonitrile). The reactants are CCOC(C)=O, CC(=O)Nc1ccc(NCC2CCC(F)(F)CC2)c([N+](=O)[O-])c1. Yields the product CC(=O)Nc1ccc(NCC2CCC(F)(F)CC2)c(N)c1. As a reaction SMILES: [CH3:24][CH2:25][O:26][C:27]([CH3:28])=[O:29].[F:1][C:2]1([F:23])[CH2:3][CH2:4][CH:5]([CH2:8][NH:9][c:10]2[c:11]([N+:20]([O-:21])=[O:22])[cH:12][c:13]([NH:16][C:17]([CH3:18])=[O:19])[cH:14][cH:15]2)[CH2:6][CH2:7]1>>[F:1][C:2]1([F:23])[CH2:3][CH2:4][CH:5]([CH2:8][NH:9][c:10]2[c:11]([NH2:20])[cH:12][c:13]([NH:16][C:17]([CH3:18])=[O:19])[cH:14][cH:15]2)[CH2:6][CH2:7]1. Run in C1(=CC=CC=C1)C (toluene), CO.C(Cl)Cl (MeOH CH2Cl2), C1(=CC=CC=C1)C (toluene). Procedure: A mixture of 7-bromo-2-(3-ethyl-ureido)-[1,2,4]triazolo[1,5-a]pyridine-5-carboxylic acid ethyl ester (8)(240 mg, 0.67 mmol), (Ph3P)2PdCl2 (24 mg, 0.03 mmol) and CuI (13 mg, 0.07 mg) were suspended in dry toluene (5 mL). A solution of 3-pyridyltrimethylstannane [195 mg, 0.81 mmol; prepared from 3-bromopyridine according to the procedure of J. Org. Chem., 64(19), 6999-7008 (1999)] in toluene (5 mL) was added, followed by LiCl (143 mg, 3.37 mmol) as a single portion. The entire mixture was heated a... The product is COC(=O)C1=CC(=CC=2N1N=C(N2)NC(=O)NCC)C=2C=NC=CC2 (2-(3-Ethyl-ureido)-7-pyridin-3-yl-[1,2,4]triazolo[1,5-a]pyridine-5-carboxylic acid methyl ester). The reagents and catalysts are Cl[Pd]([P](C1=CC=CC=C1)(C2=CC=CC=C2)C3=CC=CC=C3)([P](C4=CC=CC=C4)(C5=CC=CC=C5)C6=CC=CC=C6)Cl ((Ph3P)2PdCl2), [Cu]I (CuI). RXN SMILES: [CH2:1]([O:3][C:4]([C:6]1[N:11]2[N:12]=[C:13]([NH:15][C:16]([NH:18][CH2:19][CH3:20])=[O:17])[N:14]=[C:10]2[CH:9]=[C:8](Br)[CH:7]=1)=[O:5])C.[N:22]1[CH:27]=[CH:26][CH:25]=[C:24]([Sn](C)(C)C)[CH:23]=1.BrC1C=NC=CC=1.[Li+].[Cl-]>C1(C)C=CC=CC=1.CO.C(Cl)Cl.Cl[Pd](Cl)([P](C1C=CC=CC=1)(C1C=CC=CC=1)C1C=CC=CC=1)[P](C1C=CC=CC=1)(C1C=CC=CC=1)C1C=CC=CC=1.[Cu]I>[CH3:1][O:3][C:4]([C:6]1[N:11]2[N:12]=[C:13]([NH:15][C:16]([NH:18][CH2:19][CH3:20])=[O:17])[N:14]=[C:10]2[CH:9]=[C:8]([C:24]2[CH:23]=[N:22][CH:27]=[CH:26][CH:25]=2)[CH:7]=1)=[O:5] |f:3.4,6.7,^1:55,74|. Starting materials: N1=CC(=CC=C1)[Sn](C)(C)C (3-pyridyltrimethylstannane), [Li+].[Cl-] (LiCl), C(C)OC(=O)C1=CC(=CC=2N1N=C(N2)NC(=O)NCC)Br (7-bromo-2-(3-ethyl-ureido)-[1,2,4]triazolo[1,5-a]pyridine-5-carboxylic acid ethyl ester), BrC=1C=NC=CC1 (3-bromopyridine). The reactants are ClC1=CC=C(C=C1)C(CNC(OC(C)(C)C)=O)OC (tert-butyl 2-(4-chlorophenyl)-2-methoxyethylcarbamate), FC(C(=O)O)(F)F (trifluoroacetic acid). Run in ClCCl (dichloromethane). Reaction conditions: time 16 hour. Yields the product ClC1=CC=C(C=C1)C(CN)OC (2-(4-chlorophenyl)-2-methoxyethanamine). Yield: 84.8%. RXN SMILES: [Cl:1][C:2]1[CH:7]=[CH:6][C:5]([CH:8]([O:18][CH3:19])[CH2:9][NH:10]C(=O)OC(C)(C)C)=[CH:4][CH:3]=1.FC(F)(F)C(O)=O>ClCCl>[Cl:1][C:2]1[CH:3]=[CH:4][C:5]([CH:8]([O:18][CH3:19])[CH2:9][NH2:10])=[CH:6][CH:7]=1. Procedure: To a solution of tert-butyl 2-(4-chlorophenyl)-2-methoxyethylcarbamate (0.129 g, 0.451 mmol) in dichloromethane (5 ml) was added trifluoroacetic acid (5 ml), and the reaction was stirred at ambient temperature for 16 hours. The reaction was concentrated and taken up in water. Sodium hydroxide (1M) was added until the pH was >13. The mixture was extracted twice with dichloromethane, and the combined organic layers were dried over anhydrous sodium sulfate, filtered, and concentrated to yield 71 mg... Starting materials: COC1=CC=C(C=C1)[C@@H]1SC2=C(N(C([C@@H]1O)=O)CCN(C)C(=O)OCC1=CC=CC=C1)C=CC(=C2)Cl ((-)-cis-2-(4-methoxyphenyl)-3-hydroxy-5-[2-(N-benzyloxycarbonyl-N-methylamino)ethyl]-8-chloro-2,3-dihydro-1,5-benzothiazepin-4(5H)-one), Cl (hydrogen chloride). Run in C(C)O (ethanol). Run at time 20 hour. Yields the product COC1=CC=C(C=C1)[C@@H]1SC2=C(N(C([C@@H]1O)=O)CCNC)C=CC(=C2)Cl ((-)-cis-2-(4-methoxyphenyl)-3-hydroxy-5-[2-(N-methylamino)ethyl]-8-chloro-2,3-dihydro-1,5-benzothiazepin-4(5H)-one). Isolated yield 90.6%. Reaction SMILES: [CH3:1][O:2][C:3]1[CH:8]=[CH:7][C:6]([C@H:9]2[C@@H:15]([OH:16])[C:14](=[O:17])[N:13]([CH2:18][CH2:19][N:20](C(OCC3C=CC=CC=3)=O)[CH3:21])[C:12]3[CH:32]=[CH:33][C:34]([Cl:36])=[CH:35][C:11]=3[S:10]2)=[CH:5][CH:4]=1.Cl>C(O)C>[CH3:1][O:2][C:3]1[CH:4]=[CH:5][C:6]([C@H:9]2[C@@H:15]([OH:16])[C:14](=[O:17])[N:13]([CH2:18][CH2:19][NH:20][CH3:21])[C:12]3[CH:32]=[CH:33][C:34]([Cl:36])=[CH:35][C:11]=3[S:10]2)=[CH:7][CH:8]=1. Procedure details: 2.71 g of (-)-cis-2-(4-methoxyphenyl)-3-hydroxy-5-[2-(N-benzyloxycarbonyl-N-methylamino)ethyl]-8-chloro-2,3-dihydro-1,5-benzothiazepin-4(5H)-one are dissolved in 30 ml of ethanol, and the solution is saturated with gaseous hydrogen chloride under ice-cooling. The saturated solution is stirred at room temperature for 20 hours. The solution is evaporated under reduced pressure at a temperature below 35° C. to remove solvent. The residue is dissolved in benzene, and the solution is extracted with c... Starting materials: C(Cl)Cl (DCM), IC1=C(C(C(=O)OC)=CC=C1)C(=O)OC (dimethyl 3-iodophthalate), C1(=CC=CC=C1)B(O)O (phenylboronic acid), C(=O)([O-])[O-].[K+].[K+] (K2CO3). The reagents and catalysts are C1=CC=C(C=C1)P([C-]2C=CC=C2)C3=CC=CC=C3.C1=CC=C(C=C1)P([C-]2C=CC=C2)C3=CC=CC=C3.Cl[Pd]Cl.[Fe+2] (Pd(dppf)Cl2). Run in O1CCOCC1 (1,4-dioxane), O (water). Run at temperature 100 celsius. Product: C1(=C(C(=CC=C1)C(=O)OC)C(=O)OC)C1=CC=CC=C1 (dimethyl [1,1′-biphenyl]-2,3-dicarboxylate). Yield: 77.1%. RXN SMILES: I[C:2]1[CH:11]=[CH:10][CH:9]=[C:4]([C:5]([O:7][CH3:8])=[O:6])[C:3]=1[C:12]([O:14][CH3:15])=[O:13].[C:16]1(B(O)O)[CH:21]=[CH:20][CH:19]=[CH:18][CH:17]=1.C([O-])([O-])=O.[K+].[K+].C(Cl)Cl>O1CCOCC1.O.C1C=CC(P(C2C=CC=CC=2)[C-]2C=CC=C2)=CC=1.C1C=CC(P(C2C=CC=CC=2)[C-]2C=CC=C2)=CC=1.Cl[Pd]Cl.[Fe+2]>[C:2]1([C:16]2[CH:21]=[CH:20][CH:19]=[CH:18][CH:17]=2)[CH:11]=[CH:10][CH:9]=[C:4]([C:5]([O:7][CH3:8])=[O:6])[C:3]=1[C:12]([O:14][CH3:15])=[O:13] |f:2.3.4,8.9.10.11|. Procedure: A solution of dimethyl 3-iodophthalate (WO 2008/115516) (1.00 g, 3.12 mmol), phenylboronic acid (0.571 g, 4.69 mmol), K2CO3 (0.880 g, 9.30 mmol) in 1,4-dioxane (15 mL) and water (4 mL) was purged with nitrogen for 30 min. Pd(dppf)Cl2:DCM (0.219 g, 0.312 mmol) was added and the reaction mixture was heated at 100° C. for 12 h. The reaction mixture was filtered through a pad of CELITE® and the pad was washed with water (50 mL). The filtrate was extracted with EtOAc (2×100 mL). The combined organic ...